From a dataset of the Open Reaction Database (ORD), a public repository of structured organic reaction records. describe an organic reaction: reactants, conditions, products, and yield The reactants are CC(C)(C)N=C=O, CO, CCN(C(C)C)C(C)C, Cl, Cl, Cl, CN(C)C=O, C1=C(c2cc3c(Nc4ccc5scnc5c4)ncnc3[nH]2)CCNC1. The product is CC(C)(C)NC(=O)N1CC=C(c2cc3c(Nc4ccc5scnc5c4)ncnc3[nH]2)CC1. RXN SMILES: [C:38]([CH3:39])([CH3:40])([CH3:41])[N:42]=[C:43]=[O:44].[CH3:45][OH:46].[CH:29]([N:30]([CH2:31][CH3:32])[CH:33]([CH3:34])[CH3:35])([CH3:36])[CH3:37].[ClH:1].[ClH:2].[ClH:3].[O:47]=[CH:48][N:49]([CH3:50])[CH3:51].[s:4]1[cH:5][n:6][c:7]2[c:8]1[cH:9][cH:10][c:11]([NH:13][c:14]1[c:15]3[c:16]([n:17][cH:18][n:19]1)[nH:20][c:21]([C:23]1=[CH:28][CH2:27][NH:26][CH2:25][CH2:24]1)[cH:22]3)[cH:12]2>>[s:4]1[cH:5][n:6][c:7]2[c:8]1[cH:9][cH:10][c:11]([NH:13][c:14]1[c:15]3[c:16]([n:17][cH:18][n:19]1)[nH:20][c:21]([C:23]1=[CH:28][CH2:27][N:26]([C:43]([NH:42][C:38]([CH3:39])([CH3:40])[CH3:41])=[O:44])[CH2:25][CH2:24]1)[cH:22]3)[cH:12]2. Starting materials: C(=O)([O-])[O-].[K+].[K+] (K2CO3), ClC=1C(=NN(C1C)CC(=O)N1C2=C(CCC1)NN=C2)C(F)(F)F (2-(4-Chloro-5-methyl-3-(trifluoromethyl)-1H-pyrazol-1-yl)-1-(6,7-dihydro-1H-pyrazolo[4,3-b]pyridin-4(5H)-yl)ethanone), CN[C@H]1[C@@H](CCCC1)NC ((±)-trans-N,N′-dimethylcyclohexane-1,2-diamine), FC=1C=CC(=NC1)Br (5-fluoro-2-bromopyridine), Cu(I)I. Solvent: O1CCOCC1 (dioxane), CCOC(=O)C (EtOAc). Run at temperature 120 celsius. Yields the product ClC=1C(=NN(C1C)CC(=O)N1C2=C(CCC1)N(N=C2)C2=NC=C(C=C2)F)C(F)(F)F (2-(4-chloro-5-methyl-3-(trifluoromethyl)-1H-pyrazol-1-yl)-1-(1-(5-fluoropyridin-2-yl)-6,7-dihydro-1H-pyrazolo[4,3-b]pyridin-4(5H)-yl)ethanone). RXN SMILES: [Cl:1][C:2]1[C:3]([C:20]([F:23])([F:22])[F:21])=[N:4][N:5]([CH2:8][C:9]([N:11]2[CH2:16][CH2:15][CH2:14][C:13]3[NH:17][N:18]=[CH:19][C:12]2=3)=[O:10])[C:6]=1[CH3:7].[F:24][C:25]1[CH:26]=[CH:27][C:28](Br)=[N:29][CH:30]=1.CN[C@@H]1CCCC[C@H]1NC.C([O-])([O-])=O.[K+].[K+]>CCOC(C)=O.O1CCOCC1>[Cl:1][C:2]1[C:3]([C:20]([F:23])([F:21])[F:22])=[N:4][N:5]([CH2:8][C:9]([N:11]2[CH2:16][CH2:15][CH2:14][C:13]3[N:17]([C:28]4[CH:27]=[CH:26][C:25]([F:24])=[CH:30][N:29]=4)[N:18]=[CH:19][C:12]2=3)=[O:10])[C:6]=1[CH3:7] |f:3.4.5|. Reported procedure: 2-(4-Chloro-5-methyl-3-(trifluoromethyl)-1H-pyrazol-1-yl)-1-(6,7-dihydro-1H-pyrazolo[4,3-b]pyridin-4(5H)-yl)ethanone (104 mg, 0.3 mmol) was combined with 5-fluoro-2-bromopyridine (106 mg, 0.6 mmol), 0.3 mL of dioxane, Cu(I)I (11.4 mg, 0.06 mmol, 20%), (±)-trans-N,N′-dimethylcyclohexane-1,2-diamine (21.3 mg, 0.15 mmol, 50%), and K2CO3 (83 mg, 0.6 mmol). The slurry was heated to 120° C. until complete (approx 3 hours). The reaction mixture was diluted in 4 mL of EtOAc and washed with 2×H2O. The or... Reactants: COC=1C=C2CC(C=CC2=CC1OC)C(=O)N1CCN(CC1)C(C1=CC(=C(C(=C1)OC)OC)OC)=O (1-(6,7-dimethoxy-3,4-dihydro-3-naphthoyl)-4-(3,4,5-trimethoxybenzoyl)piperazine), [H][H] (hydrogen). Reagents/catalysts: [C].[Pd] (palladium-carbon). Solvent: CO (methanol). Product: COC=1C=C(C(=O)N2CCNCC2)C=C(C1OC)OC (4-(3,4,5-trimethoxybenzoyl)piperazine). The yield is 147.6%. As a reaction SMILES: COC1C=C2C(=CC=1OC)C=CC(C([N:17]1[CH2:22][CH2:21][N:20]([C:23](=[O:36])[C:24]3[CH:29]=[C:28]([O:30][CH3:31])[C:27]([O:32][CH3:33])=[C:26]([O:34][CH3:35])[CH:25]=3)[CH2:19][CH2:18]1)=O)C2.[H][H]>CO.[C].[Pd]>[CH3:31][O:30][C:28]1[CH:29]=[C:24]([CH:25]=[C:26]([O:34][CH3:35])[C:27]=1[O:32][CH3:33])[C:23]([N:20]1[CH2:21][CH2:22][NH:17][CH2:18][CH2:19]1)=[O:36] |f:3.4|. Procedure details: In methanol (20 ml) is dissolved 1-(6,7-dimethoxy-3,4-dihydro-3-naphthoyl)-4-(3,4,5-trimethoxybenzoyl)piperazine (0.6 g). The solution is subjected to catalytic reduction in a stream of hydrogen in the presence of a 10% palladium-carbon (0.3 g). The reaction mixture is filtered off. The filtrate is concentrated under reduced pressure. To the concentrate is added ether, and the mixture is stirred. The resulting colorless powder is collected by filtration to afford 6,7-dimethoxy-1,2,3,4-tetrahydro... The reactants are N(=O)[O-].[Na+] (sodium nitrite), C([O-])([O-])=O.[Na+].[Na+] (sodium carbonate), ClC1=CC=C(C=C1)[N+](=O)[O-] (4-chloro-nitrobenzene). Reagents/catalysts: [Br-].C(CCCCCCCCCCCCCCC)[P+](CCCC)(CCCC)CCCC (hexadecyltributyl-phosphonium bromide). The solvent is O (water). Run at temperature 140 celsius. Yields the product C1=CC(=CC=C1[N+](=O)[O-])OC2=CC=C(C=C2)[N+](=O)[O-] (4,4'-dinitrodiphenyl ether). The yield is 93.8%. RXN SMILES: [N:1]([O-:3])=[O:2].[Na+].[C:5](=[O:8])([O-])[O-].[Na+].[Na+].Cl[C:12]1[CH:17]=[CH:16][C:15]([N+:18]([O-:20])=[O:19])=[CH:14][CH:13]=1>[Br-].C([P+](CCCC)(CCCC)CCCC)CCCCCCCCCCCCCCC.O>[CH:13]1[C:12]([N+:1]([O-:3])=[O:2])=[CH:17][CH:16]=[C:5]([O:8][C:12]2[CH:17]=[CH:16][C:15]([N+:18]([O-:20])=[O:19])=[CH:14][CH:13]=2)[CH:14]=1 |f:0.1,2.3.4,6.7|. Procedure details: A mixture of 69 g (1.0 mol) of sodium nitrite, 53 g (0.5 mol) of sodium carbonate, 5 g (0.01 mol) of hexadecyltributyl-phosphonium bromide, 220 ml of water and 78.5 g (0.5 mol) of 4-chloro-nitrobenzene is heated to 140° C. for 7 hours. After cooling, the solid product is filtered off and washed, first with a little dilute hydrochloric acid and then with a little alcohol. After drying, 61 g (91.5% of theory) of 4,4'-dinitrodiphenyl ether (melting point: 139°-140° C.) are obtained. Reactants: O (water), NCCCN1CCN(CC1)CCCN (1,4-bis(3-aminopropyl)piperazine), [N+](=O)([O-])C1=CC=C(C=O)C=C1 (4-nitrobenzaldehyde), [BH4-].[Na+] (sodium borohydride). Solvent: C(C)O (ethanol), C(C)O (ethanol). Run at time 12 hour. The product is [N+](=O)([O-])C1=CC=C(CNCCCN2CCN(CC2)CCCNCC2=CC=C(C=C2)[N+](=O)[O-])C=C1 (1,4-bis{3-[N-(4-nitrobenzyl)amino]propyl}piperazine). Reaction SMILES: [NH2:1][CH2:2][CH2:3][CH2:4][N:5]1[CH2:10][CH2:9][N:8]([CH2:11][CH2:12][CH2:13][NH2:14])[CH2:7][CH2:6]1.[N+:15]([C:18]1[CH:25]=[CH:24][C:21]([CH:22]=O)=[CH:20][CH:19]=1)([O-:17])=[O:16].[BH4-].[Na+].[OH2:28]>C(O)C>[N+:15]([C:18]1[CH:25]=[CH:24][C:21]([CH2:22][NH:14][CH2:13][CH2:12][CH2:11][N:8]2[CH2:7][CH2:6][N:5]([CH2:4][CH2:3][CH2:2][NH:1][CH2:22][C:21]3[CH:24]=[CH:25][C:18]([N+:15]([O-:16])=[O:28])=[CH:19][CH:20]=3)[CH2:10][CH2:9]2)=[CH:20][CH:19]=1)([O-:17])=[O:16] |f:2.3|. Reported procedure: To a solution of 1,4-bis(3-aminopropyl)piperazine (0.513 mL, 2.49 mmol) and 4-nitrobenzaldehyde (792 mg, 5.24 mmol) in absolute ethanol (20 mL) was added 3 Å molecular sieves (5 g). After stirring the mixture for 12 h at room temperature, sodium borohydride (1.9 g, 49.9 mmol) was added and the mixture was stirred for 12 h under reflux. Then the reaction mixture was quentched by dropwise addition of water (20 mL) and ethanol was removed under reduced pressure. The aqueous residue was extracted wi... Reactants: Cl.CONC (N-methoxymethanamine hydrochloride), C1(CCCC1)CC(C(=O)O)C1=CC=C(C=C1)S(=O)(=O)C (3-cyclopentyl-2-[4-(methylsulfonyl)phenyl]propanoic acid), Cl.CN(CCCN=C=NCC)C (N-[3-(dimethylamino)propyl]-N′-ethylcarbodiimide hydrochloride), ON1N=NC2=C1C=CC=C2 (1-hydroxybenzotriazole). Run in CN(C=O)C (N,N-dimethylformamide), C(C)N(CC)CC (triethylamine), C(C)(=O)OCC (ethyl acetate). Run at time 8 hour. Yields the product C1(CCCC1)CC(C(=O)N(C)OC)C1=CC=C(C=C1)S(=O)(=O)C (3-cyclopentyl-N-methoxy-N-methyl-2-[4-(methylsulfonyl)phenyl]propanamide). Yield: 89.1%. As a reaction SMILES: Cl.[CH3:2][O:3][NH:4][CH3:5].[CH:6]1([CH2:11][CH:12]([C:16]2[CH:21]=[CH:20][C:19]([S:22]([CH3:25])(=[O:24])=[O:23])=[CH:18][CH:17]=2)[C:13](O)=[O:14])[CH2:10][CH2:9][CH2:8][CH2:7]1.Cl.CN(C)CCCN=C=NCC.ON1C2C=CC=CC=2N=N1>CN(C)C=O.C(OCC)(=O)C.C(N(CC)CC)C>[CH:6]1([CH2:11][CH:12]([C:16]2[CH:21]=[CH:20][C:19]([S:22]([CH3:25])(=[O:24])=[O:23])=[CH:18][CH:17]=2)[C:13]([N:4]([O:3][CH3:2])[CH3:5])=[O:14])[CH2:10][CH2:9][CH2:8][CH2:7]1 |f:0.1,3.4|. Procedure: To a solution (80 mL) of N-methoxymethanamine hydrochloride (2.20 g) in N,N-dimethylformamide was added triethylamine (3.10 mL) for neutralization, and 3-cyclopentyl-2-[4-(methylsulfonyl)phenyl]propanoic acid (5.95 g), N-[3-(dimethylamino)propyl]-N′-ethylcarbodiimide hydrochloride (5.80 g) and 1-hydroxybenzotriazole (4.10 g) were added under ice-cooling. The reaction mixture was warmed to room temperature and stirred overnight. The reaction mixture was diluted with ethyl acetate, and washed with... Reported procedure: To (S)-tert-butyl 4-(2-(3-((4-(diethylamino)-2-(4-((1,2,3,4-tetrahydronaphthalen-1-yl)carbamoyl)pyridin-2-yl)phenyl)carbamoyl)-N-methylbenzamido)ethyl)-1,4-diazepane-1-carboxylate was added 4M HCl in dioxane (3 mL). The mixture was stirred at room temperature for 2 h, concentrated to give a light yellow solid which was used without further purification. Solvent: O1CCOCC1 (dioxane). The reactants are C(C)N(C1=CC(=C(C=C1)NC(=O)C=1C=C(C(=O)N(C)CCN2CCN(CCC2)C(=O)OC(C)(C)C)C=CC1)C1=NC=CC(=C1)C(N[C@H]1CCCC2=CC=CC=C12)=O)CC ((S)-tert-butyl 4-(2-(3-((4-(diethylamino)-2-(4-((1,2,3,4-tetrahydronaphthalen-1-yl)carbamoyl)pyridin-2-yl)phenyl)carbamoyl)-N-methylbenzamido)ethyl)-1,4-diazepane-1-carboxylate), Cl (HCl). Reaction SMILES: [CH2:1]([N:3]([CH2:58][CH3:59])[C:4]1[CH:9]=[CH:8][C:7]([NH:10][C:11]([C:13]2[CH:14]=[C:15]([CH:36]=[CH:37][CH:38]=2)[C:16]([N:18]([CH2:20][CH2:21][N:22]2[CH2:28][CH2:27][CH2:26][N:25](C(OC(C)(C)C)=O)[CH2:24][CH2:23]2)[CH3:19])=[O:17])=[O:12])=[C:6]([C:39]2[CH:44]=[C:43]([C:45](=[O:57])[NH:46][C@@H:47]3[C:56]4[C:51](=[CH:52][CH:53]=[CH:54][CH:55]=4)[CH2:50][CH2:49][CH2:48]3)[CH:42]=[CH:41][N:40]=2)[CH:5]=1)[CH3:2].Cl>O1CCOCC1>[N:22]1([CH2:21][CH2:20][N:18]([CH3:19])[C:16](=[O:17])[C:15]2[CH:36]=[CH:37][CH:38]=[C:13]([C:11]([NH:10][C:7]3[CH:8]=[CH:9][C:4]([N:3]([CH2:1][CH3:2])[CH2:58][CH3:59])=[CH:5][C:6]=3[C:39]3[CH:44]=[C:43]([C:45](=[O:57])[NH:46][C@@H:47]4[C:56]5[C:51](=[CH:52][CH:53]=[CH:54][CH:55]=5)[CH2:50][CH2:49][CH2:48]4)[CH:42]=[CH:41][N:40]=3)=[O:12])[CH:14]=2)[CH2:28][CH2:27][CH2:26][NH:25][CH2:24][CH2:23]1. The product is N1(CCNCCC1)CCN(C(C1=CC(C(=O)NC2=C(C=C(C=C2)N(CC)CC)C2=NC=CC(=C2)C(N[C@H]2CCCC3=CC=CC=C23)=O)=CC=C1)=O)C ((S)—N1-(2-(1,4-diazepan-1-yl)ethyl)-N3-(4-(diethylamino)-2-(4-((1,2,3,4-tetrahydronaphthalen-1-yl)carbamoyl)pyridin-2-yl)phenyl)-N1-methylisophthalamide). Reaction conditions: time 2 hour.